From a dataset of the Open Reaction Database (ORD), a public repository of structured organic reaction records. describe an organic reaction: reactants, conditions, products, and yield Reactants: C(C)(C)(C)OC(=O)N1CCC(CCC1)NCCCCO (4-(4-Hydroxybutylamino)azepane-1-carboxylic acid tert-butyl ester), Cl (HCl). Run in O1CCOCC1 (dioxane), O1CCOCC1 (dioxane). Reaction conditions: time 8 hour. Product: N1CCC(CCC1)NCCCCO (4-(Azepan-4-ylamino)butan-1-ol). RXN SMILES: C(OC([N:8]1[CH2:14][CH2:13][CH2:12][CH:11]([NH:15][CH2:16][CH2:17][CH2:18][CH2:19][OH:20])[CH2:10][CH2:9]1)=O)(C)(C)C.Cl>O1CCOCC1>[NH:8]1[CH2:14][CH2:13][CH2:12][CH:11]([NH:15][CH2:16][CH2:17][CH2:18][CH2:19][OH:20])[CH2:10][CH2:9]1. Reported procedure: The product from step b (1.32 g, 4.65 mmol) is dissolved in 8 ml of dioxane, 16 ml of 4N HCl in dioxane are added, and the mixture is stirred at RT overnight. The reaction mixture is evaporated and dried under high vacuum. Starting materials: CC(C(=O)OC(C)[C@@]12[C@H]([C@@H]([C@H]([C@@](OC1)(O2)C2=CC(=C(C=C2)Cl)CC2=CC=C(C=C2)OCC)OCC2=CC=CC=C2)OCC2=CC=CC=C2)OCC2=CC=CC=C2)(C)C (1-[(1R,2S,3S,4R,5S)-2,3,4-tribenzyloxy-5-[4-chloro-3-[(4-ethoxyphenyl)methyl]phenyl]-6,8-dioxabicyclo[3.2.1]octan-1-yl]ethyl 2,2-dimethylpropanoate), ClC1=C(C=CC=C1)Cl (o-dichlorobenzene). Reagents/catalysts: [Pd] (Pd/C). Run in CO.O1CCCC1 (methanol tetrahydrofuran). Conditions: time 4 hour. Product: ClC1=C(C=C(C=C1)[C@]12[C@@H]([C@H]([C@@H]([C@](CO1)(O2)C(C)OC(C(C)(C)C)=O)O)O)O)CC2=CC=C(C=C2)OCC (1-[(1S,2S,3S,4R,5S)-5-[4-chloro-3-[(4-ethoxyphenyl)methyl]phenyl]-2,3,4-trihydroxy-6,8-dioxabicyclo[3.2.1]octan-1-yl]ethyl-2,2-dimethylpropanoate). The yield is 77.6%. Reaction SMILES: [CH3:1][C:2]([CH3:58])([CH3:57])[C:3]([O:5][CH:6]([C@:8]12[O:15][C@:12]([C:16]3[CH:21]=[CH:20][C:19]([Cl:22])=[C:18]([CH2:23][C:24]4[CH:29]=[CH:28][C:27]([O:30][CH2:31][CH3:32])=[CH:26][CH:25]=4)[CH:17]=3)([O:13][CH2:14]1)[C@H:11]([O:33]CC1C=CC=CC=1)[C@@H:10]([O:41]CC1C=CC=CC=1)[C@@H:9]2[O:49]CC1C=CC=CC=1)[CH3:7])=[O:4].ClC1C=CC=CC=1Cl>[Pd].CO.O1CCCC1>[Cl:22][C:19]1[CH:20]=[CH:21][C:16]([C@@:12]23[O:15][C@@:8]([CH:6]([O:5][C:3](=[O:4])[C:2]([CH3:58])([CH3:57])[CH3:1])[CH3:7])([CH2:14][O:13]2)[C@@H:9]([OH:49])[C@H:10]([OH:41])[C@H:11]3[OH:33])=[CH:17][C:18]=1[CH2:23][C:24]1[CH:29]=[CH:28][C:27]([O:30][CH2:31][CH3:32])=[CH:26][CH:25]=1 |f:3.4|. Procedure details: To a solution of 1-[(1R,2S,3S,4R,5S)-2,3,4-tribenzyloxy-5-[4-chloro-3-[(4-ethoxyphenyl)methyl]phenyl]-6,8-dioxabicyclo[3.2.1]octan-1-yl]ethyl 2,2-dimethyl propanoate 14a (120 mg, 0.15 mmol) in a methanol/tetrahydrofuran mixture (v/v=4/1, 10 mL) were added o-dichlorobenzene (0.08 mL, 0.72 mmol) and 10% Pd/C (19 mg, 0.02 mmol) in turn at room temperature. The mixture was stirred at room temperature under H2 for 4 hours and filtered. The filtrate was concentrated in vacuo. The residue was purified ... Starting materials: [H-].[Na+] (sodium hydride), water ice, C(CCCO)O (1,4-butanediol), C(C1=CC=CC=C1)Cl (benzyl chloride). Solvent: CN(C=O)C (dimethylformamide). Conditions: time 30 minute. Yields the product C(C1=CC=CC=C1)OCCCCO (4-benzyloxybutanol). As a reaction SMILES: [H-].[Na+].[CH2:3]([OH:8])[CH2:4][CH2:5][CH2:6][OH:7].[CH2:9](Cl)[C:10]1[CH:15]=[CH:14][CH:13]=[CH:12][CH:11]=1>CN(C)C=O>[CH2:9]([O:7][CH2:6][CH2:5][CH2:4][CH2:3][OH:8])[C:10]1[CH:15]=[CH:14][CH:13]=[CH:12][CH:11]=1 |f:0.1|. Reported procedure: 6 g (0.2 mol) of a sodium hydride dispersion (80% in white oil) are placed at room temperature in 120 ml of absolute dimethylformamide, and 22.2 ml (0.25 mol) of 1,4-butanediol are added dropwise. When the addition is complete, the mixture is stirred for a further 30 minutes at room temperature. 23.1 ml (0.2 mol) of benzyl chloride are then slowly added dropwise, a slight exothermic reaction being observed. The reaction mixture is stirred overnight at room temperature, water/ice is added, and th... Starting materials: ClC=1C=C2OCCN3C=C(N=C3C2=CN1)C1=NC=NN1C(C)C (12-chloro-4-[1-(propan-2-yl)-1H-1,2,4-triazol-5-yl]-9-oxa-3,6,13-triazatricyclo[8.4.0.02,6]tetradeca-1(14),2,4,10,12-pentaene), TEA, CN1CCC(CC1)C1NCCC1 (1-methyl-4-(pyrrolidin-2-yl)piperidine). Run in CN1CCCC1=O (NMP). Run at temperature 150 celsius, time 24 hour. The product is C(C)(C)N1N=CN=C1C=1N=C2N(CCOC3=C2C=NC(=C3)N3C(CCC3)C3CCN(CC3)C)C1 (2-(1-isopropyl-1H-1,2,4-triazol-5-yl)-9-(2-(1-methylpiperidin-4-yl)pyrrolidin-1-yl)-5,6-dihydroimidazo[1,2-d]pyrido[3,4-f][1,4]oxazepine). Isolated yield 29.7%. As a reaction SMILES: Cl[C:2]1[CH:3]=[C:4]2[C:13](=[CH:14][N:15]=1)[C:12]1[N:8]([CH:9]=[C:10]([C:16]3[N:20]([CH:21]([CH3:23])[CH3:22])[N:19]=[CH:18][N:17]=3)[N:11]=1)[CH2:7][CH2:6][O:5]2.[CH3:24][N:25]1[CH2:30][CH2:29][CH:28]([CH:31]2[CH2:35][CH2:34][CH2:33][NH:32]2)[CH2:27][CH2:26]1>CN1C(=O)CCC1>[CH:21]([N:20]1[C:16]([C:10]2[N:11]=[C:12]3[C:13]4[CH:14]=[N:15][C:2]([N:32]5[CH2:33][CH2:34][CH2:35][CH:31]5[CH:28]5[CH2:27][CH2:26][N:25]([CH3:24])[CH2:30][CH2:29]5)=[CH:3][C:4]=4[O:5][CH2:6][CH2:7][N:8]3[CH:9]=2)=[N:17][CH:18]=[N:19]1)([CH3:23])[CH3:22]. Procedure: A mixture of 12-chloro-4-[1-(propan-2-yl)-1H-1,2,4-triazol-5-yl]-9-oxa-3,6,13-triazatricyclo[8.4.0.02,6]tetradeca-1(14),2,4,10,12-pentaene from Example 135 (160 mg, 0.480 mmol), TEA (0.50 mL), and 1-methyl-4-(pyrrolidin-2-yl)piperidine (161 mg, 0.960 mmol) in NMP (0.5 mL) was stirred at 150° C. for 24 h under nitrogen atmosphere. The resultant mixture was then purified by reverse phase combiflash eluting with a 0-50% gradient of CH3CN in 0.3% NH4HCO3 to give 106 (66 mg, 60% yield). LCMS (ESI): R... The reactants are ClC1=NC(=NC=C1C#N)SC (4-chloro-2-(methylthio)pyrimidine-5-carbonitrile), C1(CC1)C(C)(C)N (2-cyclopropylpropan-2-amine), CCN(C(C)C)C(C)C (DIEA), O (Water). The solvent is CN(C)C=O (DMF). Run at temperature 60 celsius, time 2 hour. Yields the product C1(CC1)C(C)(C)NC1=NC(=NC=C1C#N)SC (4-((2-Cyclopropylpropan-2-yl)amino)-2-(methylthio)pyrimidine-5-carbonitrile). The yield is 67.0%. Reaction SMILES: Cl[C:2]1[C:7]([C:8]#[N:9])=[CH:6][N:5]=[C:4]([S:10][CH3:11])[N:3]=1.[CH:12]1([C:15]([NH2:18])([CH3:17])[CH3:16])[CH2:14][CH2:13]1.CCN(C(C)C)C(C)C.O>CN(C=O)C>[CH:12]1([C:15]([NH:18][C:2]2[C:7]([C:8]#[N:9])=[CH:6][N:5]=[C:4]([S:10][CH3:11])[N:3]=2)([CH3:17])[CH3:16])[CH2:14][CH2:13]1. Procedure details: To a solution of 4-chloro-2-(methylthio)pyrimidine-5-carbonitrile (750 mg, 4.0 mmol) in DMF (8 mL) was added 2-cyclopropylpropan-2-amine (400 mg, 4.0 mmol) and DIEA (1560 mg, 12.0 mmol). The resulting mixture was stirred at 60° C. for 2 h. Water was added and the mixture was extracted with ethyl acetate. The combined organic layers were washed with brine, dried over anhydrous sodium sulfate and filtered. The filtrate was concentrated to give the crude product, which was purified by silica gel co... The reactants are C1(=CN2CCCC3=CC=CC1=C23)C(C(C(=O)OC)(C)C2=CN(C3=CC=CC=C23)C(=O)OC(C)(C)C)=O (tert-butyl 3-(1-(5,6-dihydro-4H-pyrrolo[3,2,1-ij]quinolin-1-yl)-3-methoxy-2-methyl-1,3-dioxopropan-2-yl)-1H-indole-1-carboxylate), NN (hydrazine), C12(C(=O)CC(CC1)C2(C)C)CS(=O)(=O)O (camphor sulfonic acid). Run in C(C)(=O)O (acetic acid). Yields the product C1(=CN2CCCC3=CC=CC1=C23)C2=C(C(NN2)=O)C2=CNC3=CC=CC=C23 (5-(5,6-dihydro-4H-pyrrolo[3,2,1-ij]quinolin-1-yl)-4-(1H-indol-3-yl)-1H-pyrazol-3(2H)-one). Isolated yield 17.0%. As a reaction SMILES: [C:1]1([C:13](=O)[C:14]([C:20]2[C:28]3[C:23](=[CH:24][CH:25]=[CH:26][CH:27]=3)[N:22](C(OC(C)(C)C)=O)[CH:21]=2)(C)[C:15](OC)=[O:16])[C:11]2=[C:12]3[C:7](=[CH:8][CH:9]=[CH:10]2)[CH2:6][CH2:5][CH2:4][N:3]3[CH:2]=1.[NH2:37][NH2:38].C12(CS(O)(=O)=O)C(C)(C)C(CC1)CC2=O>C(O)(=O)C>[C:1]1([C:13]2[NH:38][NH:37][C:15](=[O:16])[C:14]=2[C:20]2[C:28]3[C:23](=[CH:24][CH:25]=[CH:26][CH:27]=3)[NH:22][CH:21]=2)[C:11]2=[C:12]3[C:7](=[CH:8][CH:9]=[CH:10]2)[CH2:6][CH2:5][CH2:4][N:3]3[CH:2]=1. Procedure details: To a solution of tert-butyl 3-(1-(5,6-dihydro-4H-pyrrolo[3,2,1-ij]quinolin-1-yl)-3-methoxy-2-methyl-1,3-dioxopropan-2-yl)-1H-indole-1-carboxylate (6) (0.26 g, 0.52 mmol) in glacial acetic acid (2 mL) was added hydrazine (35% in H2O, 0.25 mL) followed by a catalytic amount of camphor sulfonic acid (10 mg). The reaction mixture was then microwaved at 210° C. for 10 hours. The solvent was then removed under reduced pressure and the residue partitioned between dichloromethane (10 mL) and aqueous Na2... The reactants are OBO, O=C([O-])[O-], COC(=O)C(Cc1ccc(Br)cc1)NC(=O)c1cc(Cl)ccc1N, COCCOC, FC(F)(F)c1ccccc1, [Na+], [Na+], c1ccc(P(c2ccccc2)(c2ccccc2)[Pd](P(c2ccccc2)(c2ccccc2)c2ccccc2)(P(c2ccccc2)(c2ccccc2)c2ccccc2)P(c2ccccc2)(c2ccccc2)c2ccccc2)cc1. Yields the product COC(=O)C(Cc1ccc(-c2ccc(C(F)(F)F)cc2)cc1)NC(=O)c1cc(Cl)ccc1N. As a reaction SMILES: [BH:25]([OH:26])[OH:27].[C:38](=[O:39])([O-:40])[O-:41].[CH3:1][O:2][C:3]([CH:4]([CH2:5][c:6]1[cH:7][cH:8][c:9]([Br:12])[cH:10][cH:11]1)[NH:13][C:14]([c:15]1[c:16]([NH2:22])[cH:17][cH:18][c:19]([Cl:21])[cH:20]1)=[O:23])=[O:24].[CH3:44][O:45][CH2:46][CH2:47][O:48][CH3:49].[F:28][C:29]([c:30]1[cH:31][cH:32][cH:33][cH:34][cH:35]1)([F:36])[F:37].[Na+:42].[Na+:43].[cH:50]1[cH:51][cH:52][c:53]([P:54]([Pd:55]([P:56]([c:57]2[cH:58][cH:59][cH:60][cH:61][cH:62]2)([c:63]2[cH:64][cH:65][cH:66][cH:67][cH:68]2)[c:69]2[cH:70][cH:71][cH:72][cH:73][cH:74]2)([P:75]([c:76]2[cH:77][cH:78][cH:79][cH:80][cH:81]2)([c:82]2[cH:83][cH:84][cH:85][cH:86][cH:87]2)[c:88]2[cH:89][cH:90][cH:91][cH:92][cH:93]2)[P:94]([c:95]2[cH:96][cH:97][cH:98][cH:99][cH:100]2)([c:101]2[cH:102][cH:103][cH:104][cH:105][cH:106]2)[c:107]2[cH:108][cH:109][cH:110][cH:111][cH:112]2)([c:113]2[cH:114][cH:115][cH:116][cH:117][cH:118]2)[c:119]2[cH:120][cH:121][cH:122][cH:123][cH:124]2)[cH:125][cH:126]1>>[CH3:1][O:2][C:3]([CH:4]([CH2:5][c:6]1[cH:7][cH:8][c:9](-[c:33]2[cH:32][cH:31][c:30]([C:29]([F:28])([F:36])[F:37])[cH:35][cH:34]2)[cH:10][cH:11]1)[NH:13][C:14]([c:15]1[c:16]([NH2:22])[cH:17][cH:18][c:19]([Cl:21])[cH:20]1)=[O:23])=[O:24]. Reactants: CCCCCCCCN, O=C1CCCO1. The product is CCCCCCCCNC(=O)CCCO. RXN SMILES: [CH2:1]([CH2:2][CH2:3][CH2:4][CH2:5][CH2:6][CH2:7][CH3:8])[NH2:9].[O:10]=[C:11]1[CH2:12][CH2:13][CH2:14][O:15]1>>[CH2:1]([CH2:2][CH2:3][CH2:4][CH2:5][CH2:6][CH2:7][CH3:8])[NH:9][C:11](=[O:10])[CH2:12][CH2:13][CH2:14][OH:15]. Starting materials: [N+](=O)([O-])C1=C(COC(=O)NC2C(N(C2CCO)P(C2=CC=CC=C2)(C2=CC=CC=C2)(C2=CC=CC=C2)CC(=O)OCC2=C(C=CC=C2)[N+](=O)[O-])=O)C=CC=C1 (3-(o-nitrobenzyloxycarbonylamino)-1-(o-nitrobenzyloxycarbonylmethyltriphenylphosphoranyl)-4-(2-hydroxyethyl)-2-azetidinone), C(C)(C)O (Isopropanol), CC(=O)C (acetone), CC(=O)C.OS(=O)(=O)O.O=[Cr](=O)=O (Jones Reagent). The solvent is C(Cl)Cl (CH2Cl2). Run at temperature 0 celsius, time 10 minute. Product: [N+](=O)([O-])C1=C(COC(=O)NC2C(N(C2CC(=O)O)P(C2=CC=CC=C2)(C2=CC=CC=C2)(C2=CC=CC=C2)CC(=O)OCC2=C(C=CC=C2)[N+](=O)[O-])=O)C=CC=C1 (3-(o-nitrobenzyloxycarbonylamino)-1-(o-nitrobenzyloxycarbonylmethyltriphenyl-phosphoranyl)-4-(carboxymethyl)-2-azetidinone). RXN SMILES: [N+:1]([C:4]1[CH:55]=[CH:54][CH:53]=[CH:52][C:5]=1[CH2:6][O:7][C:8]([NH:10][CH:11]1[CH:14]([CH2:15][CH2:16][OH:17])[N:13]([P:18]([CH2:37][C:38]([O:40][CH2:41][C:42]2[CH:47]=[CH:46][CH:45]=[CH:44][C:43]=2[N+:48]([O-:50])=[O:49])=[O:39])([C:31]2[CH:36]=[CH:35][CH:34]=[CH:33][CH:32]=2)([C:25]2[CH:30]=[CH:29][CH:28]=[CH:27][CH:26]=2)[C:19]2[CH:24]=[CH:23][CH:22]=[CH:21][CH:20]=2)[C:12]1=[O:51])=[O:9])([O-:3])=[O:2].CC(C)=[O:58].CC(C)=O.OS(O)(=O)=O.O=[Cr](=O)=O.C(O)(C)C>C(Cl)Cl>[N+:1]([C:4]1[CH:55]=[CH:54][CH:53]=[CH:52][C:5]=1[CH2:6][O:7][C:8]([NH:10][CH:11]1[CH:14]([CH2:15][C:16]([OH:58])=[O:17])[N:13]([P:18]([CH2:37][C:38]([O:40][CH2:41][C:42]2[CH:47]=[CH:46][CH:45]=[CH:44][C:43]=2[N+:48]([O-:50])=[O:49])=[O:39])([C:31]2[CH:36]=[CH:35][CH:34]=[CH:33][CH:32]=2)([C:19]2[CH:20]=[CH:21][CH:22]=[CH:23][CH:24]=2)[C:25]2[CH:30]=[CH:29][CH:28]=[CH:27][CH:26]=2)[C:12]1=[O:51])=[O:9])([O-:3])=[O:2] |f:2.3.4|. Procedure: One gram of 3-(o-nitrobenzyloxycarbonylamino)-1-(o-nitrobenzyloxycarbonylmethyltriphenylphosphoranyl)-4-(2-hydroxyethyl)-2-azetidinone is dissolved in 20 ml. acetone and cooled to 0° C. Jones Reagent (1 ml., 4 N solution) is added dropwise over 5 min. and the resulting solution is stirred at 0° C. for 10 min. Isopropanol (0.1 ml.) is added. The mixture is stirred for another 2 min. The reaction mixture is diluted with CH2Cl2 and filtered. The filtrate is washed with saturated NaCl solutin, dried... Starting materials: C([O-])(O)=O.[Na+] (sodium bicarbonate), [C@H]1(CCC2=CC=CC=C12)NC1=NC2=CC=C(C=C2C=C1)N ((R)—N2-indan-1-yl-quinoline-2,6-diamine), [N-]=C=O.[K+] (potassium isocyanate), O (water). Run in C(C)(=O)O (acetic acid). Yields the product [C@H]1(CCC2=CC=CC=C12)NC1=NC2=CC=C(C=C2C=C1)NC(=O)N ([2-((R)-Indan-1-ylamino)-quinolin-6-yl]-urea). Reaction SMILES: [C@H:1]1([NH:10][C:11]2[CH:20]=[CH:19][C:18]3[C:13](=[CH:14][CH:15]=[C:16]([NH2:21])[CH:17]=3)[N:12]=2)[C:9]2[C:4](=[CH:5][CH:6]=[CH:7][CH:8]=2)[CH2:3][CH2:2]1.[N-:22]=[C:23]=[O:24].[K+].O.C(=O)(O)[O-].[Na+]>C(O)(=O)C>[C@H:1]1([NH:10][C:11]2[CH:20]=[CH:19][C:18]3[C:13](=[CH:14][CH:15]=[C:16]([NH:21][C:23]([NH2:22])=[O:24])[CH:17]=3)[N:12]=2)[C:9]2[C:4](=[CH:5][CH:6]=[CH:7][CH:8]=2)[CH2:3][CH2:2]1 |f:1.2,4.5|. Procedure details: (R)—N2-indan-1-yl-quinoline-2,6-diamine (100 mg, 0.36 mmol) and potassium isocyanate (32 mg, 0.40 mmol) were stirred in a 1:1 mixture of water and acetic acid (3 mL) at ambient temperature for 2 h. Then a satured solution of sodium bicarbonate was added, the aqueous phase was extracted with ethyl acetate, the organic phase washed with brine and dried over sodium sulfate. Over night the desired product precipitated and subsequently the crystals were collected and dried under vacuum. [2-((R)-Indan...